This data is from the Open Reaction Database (ORD), a public repository of structured organic reaction records. The task is: describe an organic reaction: reactants, conditions, products, and yield Starting materials: Cl.NCC(=O)NC(C1=CC=CC=C1)C1=CC=C(C=C1)Cl (rac-2-amino-N-[(4-chloro-phenyl)-phenyl-methyl]-acetamide hydrochloride), FC(C1=C(C(=O)O)C=CC=C1)(F)F (2-trifluoromethylbenzoic acid). The product is ClC1=CC=C(C=C1)C(C1=CC=CC=C1)NC(=O)CNC(C1=C(C=CC=C1)C(F)(F)F)=O (rac-N-({[(4-Chloro-phenyl)-phenyl-methyl]-carbamoyl}-methyl)-2-trifluoromethyl-benzamide). As a reaction SMILES: Cl.[NH2:2][CH2:3][C:4]([NH:6][CH:7]([C:14]1[CH:19]=[CH:18][C:17]([Cl:20])=[CH:16][CH:15]=1)[C:8]1[CH:13]=[CH:12][CH:11]=[CH:10][CH:9]=1)=[O:5].[F:21][C:22]([F:33])([F:32])[C:23]1[CH:31]=[CH:30][CH:29]=[CH:28][C:24]=1[C:25](O)=[O:26]>>[Cl:20][C:17]1[CH:18]=[CH:19][C:14]([CH:7]([NH:6][C:4]([CH2:3][NH:2][C:25](=[O:26])[C:24]2[CH:28]=[CH:29][CH:30]=[CH:31][C:23]=2[C:22]([F:21])([F:32])[F:33])=[O:5])[C:8]2[CH:13]=[CH:12][CH:11]=[CH:10][CH:9]=2)=[CH:15][CH:16]=1 |f:0.1|. Procedure details: Prepared in analogy to example 1.12 from rac-2-amino-N-[(4-chloro-phenyl)-phenyl-methyl]-acetamide hydrochloride (Example 3.1) and 2-trifluoromethylbenzoic acid. Reactants: Example 1 ( 4 ), O=C1CC2(CCNCC2)C2=CC=CC=C12 (3-oxospiro[indane-1,4′-piperidine]), crude product, C(C)N(C(C(C(=O)NS(=O)(=O)C1=CC2=CC=CC=C2C=C1)CC1=CC=C(C=C1)[N+](=O)[O-])=O)CC (N,N-diethyl-N′-(2-naphthylsulfonyl)-2-(4-nitrobenzyl)malonamide). Product: C1=C(C=CC2=CC=CC=C12)S(=O)(=O)NC(C(C(N1CCC2(CC1)CC(C1=CC=CC=C12)=O)=O)CC1=CC=C(C=C1)[N+](=O)[O-])=O (N-(2-naphthylsulfonyl)-2-(4-nitrobenzyl)-3-oxo-3-(3-oxospiro[indane-1,4′-piperidin]-1′-yl)propanamide). Yield: 23.7%. RXN SMILES: [CH2:1]([N:3]([CH2:33][CH3:34])[C:4](=[O:32])[CH:5]([CH2:22][C:23]1[CH:28]=[CH:27][C:26]([N+:29]([O-:31])=[O:30])=[CH:25][CH:24]=1)[C:6]([NH:8][S:9]([C:12]1[CH:21]=[CH:20][C:19]2[C:14](=[CH:15][CH:16]=[CH:17][CH:18]=2)[CH:13]=1)(=[O:11])=[O:10])=[O:7])[CH3:2].[O:35]=[C:36]1[C:49]2[C:44](=[CH:45][CH:46]=[CH:47][CH:48]=2)[C:38]2(CCNCC2)[CH2:37]1>>[CH:13]1[C:14]2[C:19](=[CH:18][CH:17]=[CH:16][CH:15]=2)[CH:20]=[CH:21][C:12]=1[S:9]([NH:8][C:6](=[O:7])[CH:5]([CH2:22][C:23]1[CH:24]=[CH:25][C:26]([N+:29]([O-:31])=[O:30])=[CH:27][CH:28]=1)[C:4](=[O:32])[N:3]1[CH2:1][CH2:2][C:38]2([C:44]3[C:49](=[CH:48][CH:47]=[CH:46][CH:45]=3)[C:36](=[O:35])[CH2:37]2)[CH2:34][CH2:33]1)(=[O:10])=[O:11]. Procedure: In the same manner as in Example 1 (4), a crude product was obtained using the compound (300 mg) obtained in Example 6 (4) and 3-oxospiro[indane-1,4′-piperidine] (141 mg). This was purified by silica gel column chromatography to give the title compound (90 mg) as a white powder. The reactants are BrC1=CC=2N3C4=C(C=C(C=C4C2C=C1)OCC(=O)OC(C)(C)C)C(C(=C3)CC=3C=NC=CC3)=O (9-bromo-2-t-butoxycarbonylmethyloxy-5-(3-pyridylmethyl)-4H-pyrido[3,2,1-jk]carbazole-4-one), C(O)([O-])=O.[Na+] (sodium hydrogencarbonate). Solvent: C(C)(=O)O (acetic acid), Br (HBr). Product: BrC1=CC=2N3C4=C(C=C(C=C4C2C=C1)OCC(=O)O)C(C(=C3)CC=3C=NC=CC3)=O (9-bromo-2-carboxymethyloxy-5-(3-pyridylmethyl)-4H-pyrido[3,2,1-jk]carbazole-4-one). The yield is 78.7%. Reaction SMILES: [Br:1][C:2]1[CH:14]=[CH:13][C:12]2[C:11]3[C:6]4=[C:7]([C:24](=[O:34])[C:25]([CH2:27][C:28]5[CH:29]=[N:30][CH:31]=[CH:32][CH:33]=5)=[CH:26][N:5]4[C:4]=2[CH:3]=1)[CH:8]=[C:9]([O:15][CH2:16][C:17]([O:19]C(C)(C)C)=[O:18])[CH:10]=3.C(=O)([O-])O.[Na+]>C(O)(=O)C.Br>[Br:1][C:2]1[CH:14]=[CH:13][C:12]2[C:11]3[C:6]4=[C:7]([C:24](=[O:34])[C:25]([CH2:27][C:28]5[CH:29]=[N:30][CH:31]=[CH:32][CH:33]=5)=[CH:26][N:5]4[C:4]=2[CH:3]=1)[CH:8]=[C:9]([O:15][CH2:16][C:17]([OH:19])=[O:18])[CH:10]=3 |f:1.2|. Reported procedure: 9-bromo-2-t-butoxycarbonylmethyloxy-5-(3-pyridylmethyl)-4H-pyrido[3,2,1-jk]carbazole-4-one (57 mg) produced in Example 103 was dissolved in acetic acid (0.5 ml) and 48% HBr (0.5 ml), and the solution was stirred at 60° C. for 1 hour and allowed to cool. Saturated aqueous solution of sodium hydrogencarbonate was added to pH 7, and the crystals precipitated were recovered by filtration, washed with water, ethanol and ether in succession, and recovered by filtration to obtain the title compound (40... Product: Nc1ccccc1SCCCCl. As a reaction SMILES: [Br:12][CH2:13][CH2:14][CH2:15][Cl:16].[CH3:19][c:20]1[cH:21][cH:22][cH:23][cH:24][cH:25]1.[CH3:9][O-:10].[CH:26]([OH:27])([CH3:28])[CH3:29].[NH2:1][c:2]1[c:3]([SH:8])[cH:4][cH:5][cH:6][cH:7]1.[Na+:11].[Na+:18].[OH-:17]>>[NH2:1][c:2]1[c:3]([S:8][CH2:13][CH2:14][CH2:15][Cl:16])[cH:4][cH:5][cH:6][cH:7]1. The reactants are ClCCCBr, Cc1ccccc1, C[O-], CC(C)O, Nc1ccccc1S, [Na+], [Na+], [OH-]. The reactants are C(#N)C=1C=C(C(=NC1C)N1CCCCC1)C(=O)OCC (5-cyano-6-methyl-2-piperidinyl-3-pyridine-carboxylic acid, ethyl ester), [Se](=O)=O (selenium dioxide). Yields the product C(#N)C=1C=C(C(=NC1C=O)N1CCCCC1)C(=O)OCC (5-Cyano-6-formyl-2-piperidinyl-3-pyridine-carboxylic acid, ethyl ester). As a reaction SMILES: [C:1]([C:3]1[CH:4]=[C:5]([C:16]([O:18][CH2:19][CH3:20])=[O:17])[C:6]([N:10]2[CH2:15][CH2:14][CH2:13][CH2:12][CH2:11]2)=[N:7][C:8]=1[CH3:9])#[N:2].[Se](=O)=[O:22]>CCOCC>[C:1]([C:3]1[CH:4]=[C:5]([C:16]([O:18][CH2:19][CH3:20])=[O:17])[C:6]([N:10]2[CH2:15][CH2:14][CH2:13][CH2:12][CH2:11]2)=[N:7][C:8]=1[CH:9]=[O:22])#[N:2]. Reaction conditions: time 1.5 hour. Reported procedure: 27 g of 5-cyano-6-methyl-2-piperidinyl-3-pyridine-carboxylic acid, ethyl ester (0.1 mol) and 12.2 g selenium dioxide (0.11 mol) are refluxed together in diethyleneglycoldimethyl ether with stirring for 1.5 hours. The solvent is distilled off in vacuo and the oily residue crystallized with diethyl ether. Yield 19 g (66%); m.p. 62°-64° C. (ether). Run in CCOCC (ether). Reactants: C(C)OC(=O)CC1CCCN(C2=C1C=C(C=C2)Cl)C(C2=CC=C(C=C2)C2CCCCC2)=O (5-ethoxycarbonylmethyl-7-chloro-1-(4-cyclohexylbenzoyl)-2,3,4,5-tetrahydro-1H-benzazepine), [OH-].[Na+] (sodium hydroxide), Cl (hydrochloric acid). Solvent: C(C)O (ethanol). Conditions: time 8 hour. The product is C(=O)(O)CC1CCCN(C2=C1C=C(C=C2)Cl)C(C2=CC=C(C=C2)C2CCCCC2)=O (5-carboxymethyl-7-chloro-1-(4-cyclohexylbenzoyl)-2,3,4,5-tetrahydro-1H-benzazepine). The yield is 95.9%. As a reaction SMILES: C([O:3][C:4]([CH2:6][CH:7]1[C:13]2[CH:14]=[C:15]([Cl:18])[CH:16]=[CH:17][C:12]=2[N:11]([C:19](=[O:32])[C:20]2[CH:25]=[CH:24][C:23]([CH:26]3[CH2:31][CH2:30][CH2:29][CH2:28][CH2:27]3)=[CH:22][CH:21]=2)[CH2:10][CH2:9][CH2:8]1)=[O:5])C.[OH-].[Na+].Cl>C(O)C>[C:4]([CH2:6][CH:7]1[C:13]2[CH:14]=[C:15]([Cl:18])[CH:16]=[CH:17][C:12]=2[N:11]([C:19](=[O:32])[C:20]2[CH:25]=[CH:24][C:23]([CH:26]3[CH2:27][CH2:28][CH2:29][CH2:30][CH2:31]3)=[CH:22][CH:21]=2)[CH2:10][CH2:9][CH2:8]1)([OH:5])=[O:3] |f:1.2|. Reported procedure: To a solution of 5-ethoxycarbonylmethyl-7-chloro-1-(4-cyclohexylbenzoyl)-2,3,4,5-tetrahydro-1H-benzazepine (2 g) in ethanol (20 ml) is added a 5N aqueous sodium hydroxide solution (5 ml), and the mixture is stirred at room temperature overnight. The reaction solution is acidified with hydrochloric acid, and the mixture is extracted with dichloromethane. The extract is washed with water, dried over magnesium sulfate, and evaporated to remove the solvent to give 5-carboxymethyl-7-chloro-1-(4-cyclo... Reactants: CN(C(C1=C(C(=CC=C1)C)C)=O)C (N,N-dimethyl-2,3-dimethylbenzamide), OC(CC#N)CN1CCCC1 (3-hydroxy-4-(pyrrolidin-1-yl)butyronitrile). Product: OC(CC=1NC(C2=CC=CC(=C2C1)C)=O)CN1CCCC1 (3-[2-hydroxy-3-(pyrrolidin-1-yl)propyl]-5-methyl-2H-isoquinolin-1-one). Yield: 1.5%. Reaction SMILES: C[N:2]([CH3:13])[C:3](=[O:12])[C:4]1[CH:9]=[CH:8][CH:7]=[C:6]([CH3:10])[C:5]=1[CH3:11].[OH:14][CH:15]([CH2:19][N:20]1[CH2:24][CH2:23][CH2:22][CH2:21]1)[CH2:16]C#N>>[OH:14][CH:15]([CH2:19][N:20]1[CH2:24][CH2:23][CH2:22][CH2:21]1)[CH2:16][C:13]1[NH:2][C:3](=[O:12])[C:4]2[C:5]([CH:11]=1)=[C:6]([CH3:10])[CH:7]=[CH:8][CH:9]=2. Procedure details: By the reaction in the same manner as in Example 1a, using N,N-dimethyl-2,3-dimethylbenzamide (2.65 g) and 3-hydroxy-4-(pyrrolidin-1-yl)butyronitrile (2.31 g), 3-[2-hydroxy-3-(pyrrolidin-1-yl)propyl]-5-methyl-2H-isoquinolin-1-one (0.066 g) was obtained. Reactants: C1(CCCC1)OC=1C=C(C=CC1OC)C(CN)C ((±)-3-(cyclopentyloxy)-4-methoxy-β-methylbenzeneethanamine), ClCC#N (chloroacetonitrile), C([O-])([O-])=O.[Na+].[Na+] (sodium carbonate). Run in CN(C)C=O (DMF). Run at temperature 60 celsius, time 5 hour. Product: C1(CCCC1)OC=1C=C(C=CC1OC)C(CNCC#N)C ((±)-[[2-[3-(cyclopentyloxy)-4-methoxyphenyl]propyl]amino]acetonitrile). Yield: 77.0%. As a reaction SMILES: [CH:1]1([O:6][C:7]2[CH:8]=[C:9]([CH:15]([CH3:18])[CH2:16][NH2:17])[CH:10]=[CH:11][C:12]=2[O:13][CH3:14])[CH2:5][CH2:4][CH2:3][CH2:2]1.Cl[CH2:20][C:21]#[N:22].C(=O)([O-])[O-].[Na+].[Na+]>CN(C=O)C>[CH:1]1([O:6][C:7]2[CH:8]=[C:9]([CH:15]([CH3:18])[CH2:16][NH:17][CH2:20][C:21]#[N:22])[CH:10]=[CH:11][C:12]=2[O:13][CH3:14])[CH2:2][CH2:3][CH2:4][CH2:5]1 |f:2.3.4|. Procedure: A mixture of (±)-3-(cyclopentyloxy)-4-methoxy-β-methylbenzeneethanamine (0.029 mol), chloroacetonitrile (0.0146 mol) and sodium carbonate (0.0219 mol) in DMF (200 ml) was stirred for 5 hours at 60° C. The reaction mixture was filtered and the filtrate was evaporated. The residue was washed with water, then extracted with 2-methoxy-2-methylpropane. The separated organic layer was dried, filtered, and the solvent was evaporated. The residue was purified by open column chromatography over silica ge...